describe an organic reaction: reactants, conditions, products, and yield From a dataset of the Open Reaction Database (ORD), a public repository of structured organic reaction records. The reactants are C1(CCCCC1)C(C1=C(OC(=C1)C1=CC=C(C=C1)C(F)(F)F)COCC)NC1=CC=C(C(=O)O)C=C1 (4-[(cyclohexyl{2-(ethoxymethyl)-5-[4-(trifluoromethyl)phenyl]furan-3-yl}methyl)amino]benzoic acid), Cl.NCCC(=O)OCC (ethyl β-alaninate hydrochloride), CNCCC(=O)OCC (ethyl 3-(methylamino)propanoate), Cl.C(C)N=C=NCCCN(C)C (1-ethyl-3-(3-dimethylaminopropyl)carbodiimide hydrochloride), O.OC1=CC=CC=2NN=NC21 (hydroxybenzotriazole monohydrate). Run in C(C)(=O)OCC (Ethyl acetate), CN(C=O)C (N,N-dimethylformamide), C(C)N(CC)CC (triethylamine). Run at time 1 hour. Yields the product C1(CCCCC1)C(C1=C(OC(=C1)C1=CC=C(C=C1)C(F)(F)F)COCC)NC1=CC=C(C=C1)C(=O)N(CCC(=O)O)C (3-[({4-[(cyclohexyl{2-(ethoxymethyl)-5-[4-(trifluoromethyl)phenyl]furan-3-yl}methyl)amino]phenyl}carbonyl)(methyl)amino]propanoic acid). Yield: 69.2%. As a reaction SMILES: [CH:1]1([CH:7]([NH:27][C:28]2[CH:36]=[CH:35][C:31]([C:32](O)=[O:33])=[CH:30][CH:29]=2)[C:8]2[CH:12]=[C:11]([C:13]3[CH:18]=[CH:17][C:16]([C:19]([F:22])([F:21])[F:20])=[CH:15][CH:14]=3)[O:10][C:9]=2[CH2:23][O:24][CH2:25][CH3:26])[CH2:6][CH2:5][CH2:4][CH2:3][CH2:2]1.Cl.NCCC(OCC)=O.[CH3:46][NH:47][CH2:48][CH2:49][C:50]([O:52]CC)=[O:51].Cl.C(N=C=NCCCN(C)C)C.O.OC1C2N=NNC=2C=CC=1>CN(C)C=O.C(OCC)(=O)C.C(N(CC)CC)C>[CH:1]1([CH:7]([NH:27][C:28]2[CH:36]=[CH:35][C:31]([C:32]([N:47]([CH3:46])[CH2:48][CH2:49][C:50]([OH:52])=[O:51])=[O:33])=[CH:30][CH:29]=2)[C:8]2[CH:12]=[C:11]([C:13]3[CH:18]=[CH:17][C:16]([C:19]([F:22])([F:21])[F:20])=[CH:15][CH:14]=3)[O:10][C:9]=2[CH2:23][O:24][CH2:25][CH3:26])[CH2:2][CH2:3][CH2:4][CH2:5][CH2:6]1 |f:1.2,4.5,6.7|. Procedure details: A solution of 4-[(cyclohexyl{2-(ethoxymethyl)-5-[4-(trifluoromethyl)phenyl]furan-3-yl}methyl)amino]benzoic acid (100 mg), ethyl β-alaninate hydrochloride (37 mg), ethyl 3-(methylamino)propanoate (31 mg), 1-ethyl-3-(3-dimethylaminopropyl)carbodiimide hydrochloride (46 mg), hydroxybenzotriazole monohydrate (37 mg) and triethylamine (33 μL) in N,N-dimethylformamide (10 mL) was stirred at room temperature for 4 hr. Ethyl acetate was added, the mixture was washed with saturated aqueous sodium hydroge... Reactants: COc1ccc(C(=O)Cl)cc1, ClCCl, Nc1cc(-c2ccncc2F)c(-c2cccnc2)nc1N, c1ccncc1. Product: COc1ccc(C(=O)Nc2cc(-c3ccncc3F)c(-c3cccnc3)nc2N)cc1. RXN SMILES: [CH3:22][O:23][c:24]1[cH:25][cH:26][c:27]([C:28](=[O:29])[Cl:30])[cH:31][cH:32]1.[Cl:33][CH2:34][Cl:35].[F:1][c:2]1[cH:3][n:4][cH:5][cH:6][c:7]1-[c:8]1[c:9](-[c:16]2[cH:17][n:18][cH:19][cH:20][cH:21]2)[n:10][c:11]([NH2:15])[c:12]([NH2:14])[cH:13]1.[cH:36]1[cH:37][cH:38][n:39][cH:40][cH:41]1>>[F:1][c:2]1[cH:3][n:4][cH:5][cH:6][c:7]1-[c:8]1[c:9](-[c:16]2[cH:17][n:18][cH:19][cH:20][cH:21]2)[n:10][c:11]([NH2:15])[c:12]([NH:14][C:28]([c:27]2[cH:26][cH:25][c:24]([O:23][CH3:22])[cH:32][cH:31]2)=[O:29])[cH:13]1.